describe an organic reaction: reactants, conditions, products, and yield From a dataset of the Open Reaction Database (ORD), a public repository of structured organic reaction records. The reactants are NC1CN(CCC1)CC (3-amino-1-ethyl-piperidine), C1(C=2C(C(=O)O1)=CC=CC2)=O (phthalic anhydride). Product: C(C)N1CC(CCC1)N1C(C=2C(C1=O)=CC=CC2)=O (1-Ethyl-3-phthalimido-piperidine). Reaction SMILES: [NH2:1][CH:2]1[CH2:7][CH2:6][CH2:5][N:4]([CH2:8][CH3:9])[CH2:3]1.[C:10]1(=O)[O:15][C:13](=[O:14])[C:12]2=[CH:16][CH:17]=[CH:18][CH:19]=[C:11]12>>[CH2:8]([N:4]1[CH2:5][CH2:6][CH2:7][CH:2]([N:1]2[C:13](=[O:14])[C:12]3=[CH:16][CH:17]=[CH:18][CH:19]=[C:11]3[C:10]2=[O:15])[CH2:3]1)[CH3:9]. Procedure: 6.4 Grams of 3-amino-1-ethyl-piperidine and 7.4 grams of phthalic anhydride were heated together in an oil bath at 150° C. for 20 minutes. On cooling, the resulting solid was recrystallized twice from methanol to give 4.2 grams of the title compound. Melting Point: 155° C. Starting materials: COC=1C=C(CBr)C=CC1OC (3,4-dimethoxybenzyl bromide), N1CCC(CC1)C1=CC=C(C=C1)C1=CC=CC(=N1)N (6-[4-(piperidin-4-yl)-phenyl]-pyridin-2-ylamine), hydrochloride salt. Product: COC=1C=C(CN2CCC(CC2)C2=CC=C(C=C2)C2=CC=CC(=N2)N)C=CC1OC (6-[(N-(3,4-Dimethoxybenzyl))-4-(piperidin-4-yl)-phenyl]-pyridin-2-ylamine). Reaction SMILES: [CH3:1][O:2][C:3]1[CH:4]=[C:5]([CH:8]=[CH:9][C:10]=1[O:11][CH3:12])[CH2:6]Br.[NH:13]1[CH2:18][CH2:17][CH:16]([C:19]2[CH:24]=[CH:23][C:22]([C:25]3[N:30]=[C:29]([NH2:31])[CH:28]=[CH:27][CH:26]=3)=[CH:21][CH:20]=2)[CH2:15][CH2:14]1>>[CH3:1][O:2][C:3]1[CH:4]=[C:5]([CH:8]=[CH:9][C:10]=1[O:11][CH3:12])[CH2:6][N:13]1[CH2:18][CH2:17][CH:16]([C:19]2[CH:20]=[CH:21][C:22]([C:25]3[N:30]=[C:29]([NH2:31])[CH:28]=[CH:27][CH:26]=3)=[CH:23][CH:24]=2)[CH2:15][CH2:14]1. Procedure details: Prepared from Example 13, using 3,4-dimethoxybenzyl bromide to alkylate 6-[4-(piperidin-4-yl)-phenyl]-pyridin-2-ylamine, in 89%, mp 150-165° C. as the hydrochloride salt. The reactants are FC1=CC=C(OC=2C=C(C=CC2)NC(=O)C2(CCN(CC2)C(=O)OC(C)(C)C)C)C=C1 (tert-butyl 4-(3-(4-fluorophenoxy)phenylcarbamoyl)-4-methylpiperidine-1-carboxylate), Cl (HCl). The solvent is O1CCOCC1 (dioxane). The product is FC1=CC=C(OC=2C=C(C=CC2)NC(=O)C2(CCNCC2)C)C=C1 (N-(3-(4-fluorophenoxy)phenyl)-4-methylpiperidine-4-carboxamide). The yield is 56.0%. Reaction SMILES: [F:1][C:2]1[CH:31]=[CH:30][C:5]([O:6][C:7]2[CH:8]=[C:9]([NH:13][C:14]([C:16]3([CH3:29])[CH2:21][CH2:20][N:19](C(OC(C)(C)C)=O)[CH2:18][CH2:17]3)=[O:15])[CH:10]=[CH:11][CH:12]=2)=[CH:4][CH:3]=1.Cl>O1CCOCC1>[F:1][C:2]1[CH:31]=[CH:30][C:5]([O:6][C:7]2[CH:8]=[C:9]([NH:13][C:14]([C:16]3([CH3:29])[CH2:17][CH2:18][NH:19][CH2:20][CH2:21]3)=[O:15])[CH:10]=[CH:11][CH:12]=2)=[CH:4][CH:3]=1. Procedure: tert-Butyl 4-(3-(4-fluorophenoxy)phenylcarbamoyl)-4-methylpiperidine-1-carboxylate from step A was treated with 4 N HCl in dioxane for 16 hours at room temperature. The product was isolated by filtration and washed with ether to afford the title compound (206 mg, 56% for two steps) as the hydrochloride salt. MS (ES+) [M+H]+=329. Reactants: CCOC(OCC)OCC, Cc1ccc(S(=O)(=O)O)cc1, CCO, [K+], [K+], O=C([O-])[O-], O=Cc1cccc2cccnc12. Yields the product CCOC(OCC)c1cccc2cccnc12. Reaction SMILES: [CH2:13]([O:14][CH:16]([O:17][CH2:18][CH3:19])[O:20][CH2:21][CH3:22])[CH3:15].[CH3:23][c:24]1[cH:25][cH:26][c:27]([S:28](=[O:29])(=[O:30])[OH:31])[cH:32][cH:33]1.[CH3:40][CH2:41][OH:42].[K+:34].[K+:35].[O-:36][C:37]([O-:38])=[O:39].[n:1]1[cH:2][cH:3][cH:4][c:5]2[cH:6][cH:7][cH:8][c:9]([CH:11]=[O:12])[c:10]12>>[n:1]1[cH:2][cH:3][cH:4][c:5]2[cH:6][cH:7][cH:8][c:9]([CH:16]([O:17][CH2:18][CH3:19])[O:20][CH2:21][CH3:22])[c:10]12. Starting materials: Cl (HCl), CO (MeOH), C(C=C)C=1C=C(C=NC1Cl)OC[C@H]1NCC1 (5-allyl-3-(2-(S)-azetidinylmethoxy)-6-chloropyridine), Cl (hydrogen chloride), CI NH3. The solvent is CCOCC (Et2O). Product: Cl.C(C=C)C=1C=C(C=NC1Cl)OC[C@H]1NCC1 (5-Allyl-3-(2-(S)-azetidinylmethoxy)-6-chloropyridine hydrochloride). Reaction SMILES: [CH2:1]([C:4]1[CH:5]=[C:6]([O:11][CH2:12][C@@H:13]2[CH2:16][CH2:15][NH:14]2)[CH:7]=[N:8][C:9]=1[Cl:10])[CH:2]=[CH2:3].Cl.CO>CCOCC>[ClH:10].[CH2:1]([C:4]1[CH:5]=[C:6]([O:11][CH2:12][C@@H:13]2[CH2:16][CH2:15][NH:14]2)[CH:7]=[N:8][C:9]=1[Cl:10])[CH:2]=[CH2:3] |f:4.5|. Procedure details: To a solution of 5-allyl-3-(2-(S)-azetidinylmethoxy)-6-chloropyridine in Et2O was added hydrogen chloride (1.0 M in Et2O) carefully to afford the tittle compound: mp 90-92° C.; 1H NMR (D2O) δ 2.70 (q, 2H, J=8.5 Hz), 3.52 (d, 2H, J=6.5 Hz), 4.02-4.20 (m, 2H), 4.42 (d, 1H, J=4.0 Hz), 4.93 (m, 1H), 5.08-5.22 (m, 2H), 5.99 (m, 1H), 7.50 (d, 1H, J=3.0 Hz), 8.05 (d, 1H, J=3.0 Hz); MS (CI/NH3) m/z 239 (M+H)+. Anal. Calcd for C12H15ClN2O.1.4 HCl: C, 49.74; H, 5.70; N, 9.67. Found: C, 49.99; H, 5.78; N, ... Reactants: FC=1C=C(C=CC1F)N1N=CC(=C(C1=O)C1=CC(=C(C=C1)F)C)C1=CC=C(C=C1)S(=O)(=O)C (2-(3,4-difluorophenyl)-4-(4-fluoro-3-methylphenyl)-5-[4-(methylsulfonyl)phenyl]-3(2H)-pyridazinone), N (NH3). Solvent: O (H2O). The product is FC=1C=C(C=CC1F)N1N=CC(=C(C1=O)C1=CC(=C(C=C1)F)C)C1=CC=C(C=C1)S(=O)(=O)N (2-(3,4-Difluorophenyl)-4-(4-fluoro-3-methylphenyl)-5-[4-(aminosulfonyl)phenyl]-3(2H)-pyridazinone). As a reaction SMILES: [F:1][C:2]1[CH:3]=[C:4]([N:9]2[C:14](=[O:15])[C:13]([C:16]3[CH:21]=[CH:20][C:19]([F:22])=[C:18]([CH3:23])[CH:17]=3)=[C:12]([C:24]3[CH:29]=[CH:28][C:27]([S:30](C)(=[O:32])=[O:31])=[CH:26][CH:25]=3)[CH:11]=[N:10]2)[CH:5]=[CH:6][C:7]=1[F:8].[NH3:34]>O>[F:1][C:2]1[CH:3]=[C:4]([N:9]2[C:14](=[O:15])[C:13]([C:16]3[CH:21]=[CH:20][C:19]([F:22])=[C:18]([CH3:23])[CH:17]=3)=[C:12]([C:24]3[CH:29]=[CH:28][C:27]([S:30]([NH2:34])(=[O:32])=[O:31])=[CH:26][CH:25]=3)[CH:11]=[N:10]2)[CH:5]=[CH:6][C:7]=1[F:8]. Reported procedure: The title compound was prepared according to the method of procedure Example 384, substituting 2-(3,4-difluorophenyl)-4-(4-fluoro-3-methylphenyl)-5-[4-(methylsulfonyl)phenyl]-3(2H)-pyridazinone in place of 2-benzyl-4-(4-fluorophenyl)-5-[4-(methylsulfonyl)phenyl]-3(2H)-pyridazinone (yield: 105 mg, 27%). mp 243-245° C. 1H NMR (300 MHz, DMSO-d6) δ 2.2 (s, 3H), 7.01 (m, 2H), 7.25 (m, 1H), 7.45 (s, 1H), 7.47 (bs, 2H), 7.6 (m, 2H), 7.77 (d, J=9 Hz, 2H), 7.85 (m, 1H), 8.26 (s, 2H). MS (DCI/NH3) m/z 472... Reactants: Br.CN1N=C(N=N1)C=1CNCCC1 (2-Methyl-5-(1,2,5,6-tetrahydro-3-pyridyl)-2H-tetrazole, hydrobromide), C(=O)O (formic acid). Solvent: C=O (formaldehyde). Product: CN1N=C(N=N1)C=1CN(CCC1)C (2-Methyl-5-(1-methyl-1,2,5,6 -tetrahydro-3-pyridyl)-2H-tetrazole). Isolated yield 74.0%. Reaction SMILES: Br.[CH3:2][N:3]1[N:7]=[N:6][C:5]([C:8]2[CH2:9][NH:10][CH2:11][CH2:12][CH:13]=2)=[N:4]1.[CH:14](O)=O>C=O>[CH3:2][N:3]1[N:7]=[N:6][C:5]([C:8]2[CH2:9][N:10]([CH3:14])[CH2:11][CH2:12][CH:13]=2)=[N:4]1 |f:0.1|. Reported procedure: A solution of 8 (0.70 g, 0.0028 mol) in formic acid (20 ml) and 35% formaldehyde (7 ml) was refluxed overnight. The solution was evaporated in vacuo, and the residue was taken up in ether (20 ml) and 28% sodium hydroxide (20 ml). The phases were separated, and the aqueous phase was extracted three times with dichloromethane (20 ml). The combined organic phases were washed four times with saturated sodium chdloride solution (20 ml). The organic phase was dried over magnesium sulphate and evaporat... Reactants: FC(S(=O)(=O)OS(=O)(=O)C(F)(F)F)(F)F (Trifluoromethanesulfonic anhydride), ice, OC1=CC2=C(CN(CCO2)C(=O)OC(C)(C)C)C=C1 (1,1-dimethylethyl 8-hydroxy-2,3-dihydro-1,4-benzoxazepine-4(5H)-carboxylate). Run in N1=CC=CC=C1 (pyridine). Conditions: time 1 hour. Yields the product FC(S(=O)(=O)OC1=CC2=C(CN(CCO2)C(=O)OC(C)(C)C)C=C1)(F)F (1,1-Dimethylethyl 8-{[(trifluoromethyl)sulfonyl]oxy}-2,3-dihydro-1,4-benzoxazepine-4(5H)-carboxylate). Yield: 100.5%. As a reaction SMILES: [F:1][C:2]([F:15])([F:14])[S:3]([O:6]S(C(F)(F)F)(=O)=O)(=[O:5])=[O:4].O[C:17]1[CH:34]=[CH:33][C:20]2[CH2:21][N:22]([C:26]([O:28][C:29]([CH3:32])([CH3:31])[CH3:30])=[O:27])[CH2:23][CH2:24][O:25][C:19]=2[CH:18]=1>N1C=CC=CC=1>[F:1][C:2]([F:15])([F:14])[S:3]([O:6][C:17]1[CH:34]=[CH:33][C:20]2[CH2:21][N:22]([C:26]([O:28][C:29]([CH3:30])([CH3:31])[CH3:32])=[O:27])[CH2:23][CH2:24][O:25][C:19]=2[CH:18]=1)(=[O:5])=[O:4]. Procedure details: Trifluoromethanesulfonic anhydride (0.253 ml, 1.498 mmol) was added to an ice cooled solution of 1,1-dimethylethyl 8-hydroxy-2,3-dihydro-1,4-benzoxazepine-4(5H)-carboxylate (Preparation 30) (0.265 g, 0.999 mmol) in pyridine (4 ml) and stirred for one hour. The reaction mixture was evaporated, dissolved in 40 ml of EtOAc and washed with 20 ml of 2M HCl and 20 ml of saturated sodium bicarbonate then dried (magnesium sulphate) and evaporated to give the title compound (399 mgs) as a yellow gum. MS ... Starting materials: CC1=NC2=C(C=C(C=C2C=C1)F)F (2-Methyl-6,8-difluoroquinoline), C(C1=CC=CC=C1)(=O)OOC(C1=CC=CC=C1)=O (benzoyl peroxide), BrNC(CCC(=O)N)=O (N-bromosuccinamide). The solvent is C(Cl)(Cl)(Cl)Cl (carbon tetrachloride). Product: FC=1C=C2C=CC(=NC2=C(C1)F)CBr (6,8-Difluoroquinolin-2-ylmethyl bromide). As a reaction SMILES: [CH3:1][C:2]1[CH:11]=[CH:10][C:9]2[C:4](=[C:5]([F:13])[CH:6]=[C:7]([F:12])[CH:8]=2)[N:3]=1.C(OOC(=O)C1C=CC=CC=1)(=O)C1C=CC=CC=1.[Br:32]NC(=O)CCC(N)=O>C(Cl)(Cl)(Cl)Cl>[F:12][C:7]1[CH:8]=[C:9]2[C:4](=[C:5]([F:13])[CH:6]=1)[N:3]=[C:2]([CH2:1][Br:32])[CH:11]=[CH:10]2. Procedure: A solution of 2-methyl-6,8-difluoroquinoline (0.147 g, 0.820 mmoles, Example 26a), benzoyl peroxide (9.93 mg, 0.0410 mmoles), and N-bromosuccinamide (0.168 g, 0.943 mmoles) in carbon tetrachloride (20 mL) is heated to reflux for 18 hours. The reaction is concentrated and the resulting residue purified by column chromatography (silica, 3:1 CH2Cl2:hexane, then CH2Cl2) to yield the title compound as a white solid. MS (ESI) 258, 260 (M+H)+, Br pattern.